From a dataset of the Open Reaction Database (ORD), a public repository of structured organic reaction records. describe an organic reaction: reactants, conditions, products, and yield Starting materials: C(C1=CC=CC=C1)N1CCC(CC1)C(CCCC1=CC=CC=C1)=O (1-(1-benzylpiperidin-4-yl)-4-phenylbutan-1-one), CC(C)([O-])C.[K+] (potassium t-butoxide), O (water). The solvent is C1CCOC1 (THF), C1CCOC1 (THF). Run at time 15 minute. Yields the product C(C1=CC=CC=C1)N1CCC(CC1)C(C(CCC1=CC=CC=C1)C=O)=O (1-(1-Benzylpiperidin-4-yl)-2-formyl-4-phenylbutan-1-one). Isolated yield 103.6%. Reaction SMILES: C[C:2](C)([O-:4])C.[K+].[CH2:7]([N:14]1[CH2:19][CH2:18][CH:17]([C:20](=[O:30])[CH2:21][CH2:22][CH2:23][C:24]2[CH:29]=[CH:28][CH:27]=[CH:26][CH:25]=2)[CH2:16][CH2:15]1)[C:8]1[CH:13]=[CH:12][CH:11]=[CH:10][CH:9]=1.O>C1COCC1>[CH2:7]([N:14]1[CH2:19][CH2:18][CH:17]([C:20](=[O:30])[CH:21]([CH:2]=[O:4])[CH2:22][CH2:23][C:24]2[CH:25]=[CH:26][CH:27]=[CH:28][CH:29]=2)[CH2:16][CH2:15]1)[C:8]1[CH:9]=[CH:10][CH:11]=[CH:12][CH:13]=1 |f:0.1|. Procedure details: To a solution of potassium t-butoxide (0.673 g) in THF (20 mL) under nitrogen and cooled in an ice bath was added a solution of 1-(1-benzylpiperidin-4-yl)-4-phenylbutan-1-one from Step D (0.71 g) and methyl fornate (3.76 mL) in THF (12 mL) over 5 minute. The reaction was stirred for 15 min before being allowed to warm to rt for 2 h. The reaction was poured into water and extracted with ether (4×100 mL), methylene chloride (100 mL), and THF (100 mL). The combined organic layers were washed with w...